Dataset: the Open Reaction Database (ORD), a public repository of structured organic reaction records. Task: describe an organic reaction: reactants, conditions, products, and yield Reactants: ClC=1C=C(C(=O)OO)C=CC1 (3-chloroperoxybenzoic acid), C1(CC1)COC1=CC=C(C=C1)CN1CCC(CC1)C(O)(C1=CC=C(C=C1)C(F)(F)F)C1=CC=C(C=C1)C(F)(F)F (N-[4-(cyclopropylmethoxy)phenylmethyl]-4-[bis(4-trifluoromethylphenyl)hydroxymethyl]piperidine), [OH-].[Na+] (sodium hydroxide). Run in C(Cl)Cl (methylene chloride). Reaction conditions: time 18 hour. The product is C1(CC1)COC1=CC=C(C=C1)C[N+]1(CCC(CC1)C(O)(C1=CC=C(C=C1)C(F)(F)F)C1=CC=C(C=C1)C(F)(F)F)[O-] (N-[4-(cyclopropylmethoxy)phenylmethyl]-4-[bis(4-trifluoromethylphenyl)hydroxy-methyl]piperidine N-oxide). Isolated yield 97.8%. As a reaction SMILES: [CH:1]1([CH2:4][O:5][C:6]2[CH:11]=[CH:10][C:9]([CH2:12][N:13]3[CH2:18][CH2:17][CH:16]([C:19]([C:31]4[CH:36]=[CH:35][C:34]([C:37]([F:40])([F:39])[F:38])=[CH:33][CH:32]=4)([C:21]4[CH:26]=[CH:25][C:24]([C:27]([F:30])([F:29])[F:28])=[CH:23][CH:22]=4)[OH:20])[CH2:15][CH2:14]3)=[CH:8][CH:7]=2)[CH2:3][CH2:2]1.ClC1C=C(C=CC=1)C(OO)=[O:46].[OH-].[Na+]>C(Cl)Cl>[CH:1]1([CH2:4][O:5][C:6]2[CH:7]=[CH:8][C:9]([CH2:12][N+:13]3([O-:46])[CH2:14][CH2:15][CH:16]([C:19]([C:21]4[CH:26]=[CH:25][C:24]([C:27]([F:29])([F:28])[F:30])=[CH:23][CH:22]=4)([C:31]4[CH:36]=[CH:35][C:34]([C:37]([F:40])([F:38])[F:39])=[CH:33][CH:32]=4)[OH:20])[CH2:17][CH2:18]3)=[CH:10][CH:11]=2)[CH2:3][CH2:2]1 |f:2.3|. Reported procedure: A stirred solution of 10.0 grams (0.018 mole) of N-[4-(cyclopropylmethoxy)phenylmethyl]-4-[bis(4-trifluoromethylphenyl)hydroxymethyl]piperidine in methylene chloride was cooled to 0° C., and 3.1 grams (0.01 2 mole) of 50% 3-chloroperoxybenzoic acid was added in two portions. Upon completion of the addition the reaction mixture was allowed to warm to ambient temperature, where it stirred for about 18 hours. After this time, the reaction mixture was poured into aqueous 5% sodium hydroxide solution...